Dataset: the Open Reaction Database (ORD), a public repository of structured organic reaction records. Task: describe an organic reaction: reactants, conditions, products, and yield Starting materials: BrC1=C(C=CC(=C1)S(=O)(=O)C1=CC=CC=C1)[N+](=O)[O-] (2-Bromo-1-nitro-4-(phenylsulfonyl)benzene), C(C)(C)(C)OC(=O)N[C@@H](CC=1C(=NC=C(C1)OC1=CC=CC=C1)[N+](=O)[O-])C(=O)OC (Methyl N-(tert-butoxycarbonyl)-3-(2-nitro-5-phenoxypyridin-3-yl)-L-alaninate). The product is C(C)(C)(C)OC(=O)N[C@@H](CC1=C(C=CC(=C1)S(=O)(=O)C1=CC=CC=C1)[N+](=O)[O-])C(=O)OC (Methyl N-(tert-butoxycarbonyl)-2-nitro-5-(phenylsulfonyl)-L-phenylalaninate), foam. Isolated yield 37.0%. Reaction SMILES: Br[C:2]1[CH:7]=[C:6]([S:8]([C:11]2[CH:16]=[CH:15][CH:14]=[CH:13][CH:12]=2)(=[O:10])=[O:9])[CH:5]=[CH:4][C:3]=1[N+:17]([O-:19])=[O:18].[C:20]([O:24][C:25]([NH:27][C@H:28]([C:46]([O:48][CH3:49])=[O:47])[CH2:29]C1C([N+]([O-])=O)=NC=C(OC2C=CC=CC=2)C=1)=[O:26])([CH3:23])([CH3:22])[CH3:21]>>[C:20]([O:24][C:25]([NH:27][C@H:28]([C:46]([O:48][CH3:49])=[O:47])[CH2:29][C:2]1[CH:7]=[C:6]([S:8]([C:11]2[CH:16]=[CH:15][CH:14]=[CH:13][CH:12]=2)(=[O:10])=[O:9])[CH:5]=[CH:4][C:3]=1[N+:17]([O-:19])=[O:18])=[O:26])([CH3:23])([CH3:21])[CH3:22]. Procedure details: Methyl N-(tert-butoxycarbonyl)-2-nitro-5-(phenylsulfonyl)-L-phenylalaninate (70) Compound 70 was prepared from 2-bromo-1-nitro-4-(phenylsulfonyl)benzene (69) according to the general procedure for the synthesis of methyl N-(tert-butoxycarbonyl)-3-(2-nitro-5-phenoxypyridin-3-yl)-L-alaninate (65) in Example 66. The product was obtained as an off-white foam (250 mg, 37%). LCMS m/z 463.1 (M−1). Starting materials: CCOC(C)=O, COc1ccccc1C1C=CC(=O)CC1. Yields the product COc1ccccc1C1CCC(=O)CC1. RXN SMILES: [CH2:16]([O:17][C:18](=[O:19])[CH3:20])[CH3:21].[CH3:1][O:2][c:3]1[c:4]([CH:9]2[CH:10]=[CH:11][C:12](=[O:15])[CH2:13][CH2:14]2)[cH:5][cH:6][cH:7][cH:8]1>>[CH3:1][O:2][c:3]1[c:4]([CH:9]2[CH2:10][CH2:11][C:12](=[O:15])[CH2:13][CH2:14]2)[cH:5][cH:6][cH:7][cH:8]1. Starting materials: C(CCCCC)C1=NN=C(S1)N=C=O (5-hexyl-1,3,4-thiadiazol-2-yl isocyanate), dimethyl acetal, C(C)NCC=O (2-ethylaminoacetaldehyde). The solvent is C1=CC=CC=C1 (benzene), C1=CC=CC=C1 (benzene). Product: dimethyl acetal, C(C)N(C(=O)NC=1SC(=NN1)CCCCCC)CC=O (2-[1-ethyl-3-(5-hexyl-1,3,4-thiadiazol-2-yl)ureido]acetaldehyde). Reaction SMILES: [CH2:1]([C:7]1[S:11][C:10]([N:12]=[C:13]=[O:14])=[N:9][N:8]=1)[CH2:2][CH2:3][CH2:4][CH2:5][CH3:6].[CH2:15]([NH:17][CH2:18][CH:19]=[O:20])[CH3:16]>C1C=CC=CC=1>[CH2:15]([N:17]([CH2:18][CH:19]=[O:20])[C:13]([NH:12][C:10]1[S:11][C:7]([CH2:1][CH2:2][CH2:3][CH2:4][CH2:5][CH3:6])=[N:8][N:9]=1)=[O:14])[CH3:16]. Procedure: A mixture of 5-hexyl-1,3,4-thiadiazol-2-yl isocyanate dimer (0.05 mole), the dimethyl acetal of 2-ethylaminoacetaldehyde (0.1 mole) and benzene (60 ml) are charged into a glass reaction vessel equipped with a mechanical stirrer and reflux condenser. The reaction mixture is heated at reflux for a period of about 15 minutes. After this time the mixture is stripped of benzene under reduced pressure to yield a solid product as the residue. The residue is then recrystallized to yield the desired prod... The reactants are CC(CNS(=O)(=O)C1=CC=C2C(C(=O)OC(N2)=O)=C1)C (5-[N-(2-methylpropyl)-sulfamoyl]-isatoic anhydride), CN1CCNCC1 (1-methylpiperazine). The solvent is C(C)O (ethanol). The product is CN1CCN(CC1)C(C=1C(N)=CC=C(C1)S(NCC(C)C)(=O)=O)=O (5-[N-(2-methylpropyl)-sulfamoyl]-anthranilic acid (4-methyl)-piperazide). Reaction SMILES: [CH3:1][CH:2]([CH3:20])[CH2:3][NH:4][S:5]([C:8]1[CH:19]=[C:12]2[C:13]([O:15]C(=O)[NH:17][C:11]2=[CH:10][CH:9]=1)=O)(=[O:7])=[O:6].[CH3:21][N:22]1[CH2:27][CH2:26][NH:25][CH2:24][CH2:23]1>C(O)C>[CH3:21][N:22]1[CH2:27][CH2:26][N:25]([C:13](=[O:15])[C:12]2[C:11](=[CH:10][CH:9]=[C:8]([S:5](=[O:6])(=[O:7])[NH:4][CH2:3][CH:2]([CH3:1])[CH3:20])[CH:19]=2)[NH2:17])[CH2:24][CH2:23]1. Procedure details: In a manner analogous to that described in Example 1, the reaction of 5-[N-(2-methylpropyl)-sulfamoyl]-isatoic anhydride with 1-methylpiperazine yields 5-[N-(2-methylpropyl)-sulfamoyl]-anthranilic acid (4-methyl)-piperazide with a melting point of 162°-163° (from ethanol; melting point of the hydrochloride: 254°-255°). The reactants are Clc1cc(Cl)c(Cl)nc1Cl, [Na+], [OH-], [Zn], c1ccccc1. Yields the product Clc1cnc(Cl)c(Cl)c1. As a reaction SMILES: [Cl:1][c:2]1[n:3][c:4]([Cl:10])[c:5]([Cl:9])[cH:6][c:7]1[Cl:8].[Na+:12].[OH-:11].[Zn:13].[cH:14]1[cH:15][cH:16][cH:17][cH:18][cH:19]1>>[Cl:1][c:2]1[n:3][cH:4][c:5]([Cl:9])[cH:6][c:7]1[Cl:8]. Starting materials: NC(C1=CC=C(C=C1)NC(C1=C(C(=CC(=C1)OC)OCCO)F)C1=NN(C(=N1)OCCl)C1=NC=CC=N1)=NC(C1=CC=CC=C1)=O (N-[1-amino-1-[4-({(5-chloromethoxy-1-pyrimidin-2-yl-1H-[1,2,4]triazol-3-yl)-[2-fluoro-3-(2-hydroxyethoxy)-5-methoxyphenyl]methyl}amino)phenyl]methylidene]benzamide), CC(COC(C(C(=O)O)(C)C)=O)(C)C (2,2-dimethylmalonic acid mono-(2,2-dimethylpropyl)ester), [I-].[Na+] (sodium iodide), C(O)([O-])=O.[K+] (potassium hydrogen carbonate). Solvent: CC(=O)N(C)C (DMA), C(C)(=O)OCC (ethyl acetate). Conditions: temperature 50 celsius, time 7 hour. The product is CC(COC(C(C(=O)OCOC=1N(N=C(N1)C(C1=C(C(=CC(=C1)OC)OCCO)F)NC1=CC=C(C=C1)C(=NC(C1=CC=CC=C1)=O)N)C1=NC=CC=N1)(C)C)=O)(C)C (2,2-dimethylmalonic acid 5-{(4-{amino[benzoylimino]methyl}phenylamino)-[2-fluoro-3-(2-hydroxyethoxy)-5-methoxyphenyl]methyl}-2-pyrimidin-2-yl-2H-[1,2,4]triazol-3-yloxymethyl ester 2,2-dimethylpropyl ester). The yield is 79.6%. As a reaction SMILES: [NH2:1][C:2](=[N:38][C:39](=[O:46])[C:40]1[CH:45]=[CH:44][CH:43]=[CH:42][CH:41]=1)[C:3]1[CH:8]=[CH:7][C:6]([NH:9][CH:10]([C:24]2[N:28]=[C:27]([O:29][CH2:30]Cl)[N:26]([C:32]3[N:37]=[CH:36][CH:35]=[CH:34][N:33]=3)[N:25]=2)[C:11]2[CH:16]=[C:15]([O:17][CH3:18])[CH:14]=[C:13]([O:19][CH2:20][CH2:21][OH:22])[C:12]=2[F:23])=[CH:5][CH:4]=1.[CH3:47][C:48]([CH3:60])([CH3:59])[CH2:49][O:50][C:51](=[O:58])[C:52]([CH3:57])([CH3:56])[C:53]([OH:55])=[O:54].[I-].[Na+].C(=O)([O-])O.[K+]>C(OCC)(=O)C.CC(N(C)C)=O>[CH3:47][C:48]([CH3:60])([CH3:59])[CH2:49][O:50][C:51](=[O:58])[C:52]([CH3:57])([CH3:56])[C:53]([O:55][CH2:30][O:29][C:27]1[N:26]([C:32]2[N:33]=[CH:34][CH:35]=[CH:36][N:37]=2)[N:25]=[C:24]([CH:10]([NH:9][C:6]2[CH:7]=[CH:8][C:3]([C:2]([NH2:1])=[N:38][C:39](=[O:46])[C:40]3[CH:45]=[CH:44][CH:43]=[CH:42][CH:41]=3)=[CH:4][CH:5]=2)[C:11]2[CH:16]=[C:15]([O:17][CH3:18])[CH:14]=[C:13]([O:19][CH2:20][CH2:21][OH:22])[C:12]=2[F:23])[N:28]=1)=[O:54] |f:2.3,4.5|. Reported procedure: A mixture of N-[1-amino-1-[4-({(5-chloromethoxy-1-pyrimidin-2-yl-1H-[1,2,4]triazol-3-yl)-[2-fluoro-3-(2-hydroxyethoxy)-5-methoxyphenyl]methyl}amino)phenyl]methylidene]benzamide (500 mg), 2,2-dimethylmalonic acid mono-(2,2-dimethylpropyl)ester (1.56 g), sodium iodide (1.16 g), potassium hydrogen carbonate (543 mg), and DMA (50 mL) was stirred at 50° C. for 7 hours. After cooling the mixture to room temperature, ethyl acetate was added thereto, and the resulting mixture was sequentially washed twi... Reactants: CC(C)O, CCN(C(C)C)C(C)C, Clc1ncnc2[nH]ncc12, NC1CCC(OCCc2ccccc2)CC1. The product is c1ccc(CCOC2CCC(Nc3ncnc4[nH]ncc34)CC2)cc1. As a reaction SMILES: [CH3:36][CH:37]([OH:38])[CH3:39].[CH:27]([N:28]([CH2:29][CH3:30])[CH:31]([CH3:32])[CH3:33])([CH3:34])[CH3:35].[Cl:17][c:18]1[c:19]2[c:20]([n:21][cH:22][n:23]1)[nH:24][n:25][cH:26]2.[c:1]1([CH2:7][CH2:8][O:9][CH:10]2[CH2:11][CH2:12][CH:13]([NH2:16])[CH2:14][CH2:15]2)[cH:2][cH:3][cH:4][cH:5][cH:6]1>>[c:1]1([CH2:7][CH2:8][O:9][CH:10]2[CH2:11][CH2:12][CH:13]([NH:16][c:18]3[c:19]4[c:20]([n:21][cH:22][n:23]3)[nH:24][n:25][cH:26]4)[CH2:14][CH2:15]2)[cH:2][cH:3][cH:4][cH:5][cH:6]1. The reactants are BrN1C(CCC1=O)=O (N-Bromosuccinimide), COC1=C(C=CC=C1C)OC1=C(C=CC=C1)OC (2-methoxyphenyl 2-methoxy-3-methylphenyl ether). The reagents and catalysts are N(=NC(C#N)(C)C)C(C#N)(C)C (2,2'-azobisisobutyronitrile). Solvent: C1=CC=CC=C1 (benzene). Yields the product COC1=C(C=CC=C1CBr)OC1=C(C=CC=C1)OC (2-methoxyphenyl 2-methoxy-3-bromomethylphenyl ether). The yield is 101.6%. RXN SMILES: [Br:1]N1C(=O)CCC1=O.[CH3:9][O:10][C:11]1[C:16]([CH3:17])=[CH:15][CH:14]=[CH:13][C:12]=1[O:18][C:19]1[CH:24]=[CH:23][CH:22]=[CH:21][C:20]=1[O:25][CH3:26]>C1C=CC=CC=1.N(C(C)(C)C#N)=NC(C)(C)C#N>[CH3:9][O:10][C:11]1[C:16]([CH2:17][Br:1])=[CH:15][CH:14]=[CH:13][C:12]=1[O:18][C:19]1[CH:24]=[CH:23][CH:22]=[CH:21][C:20]=1[O:25][CH3:26]. Procedure details: N-Bromosuccinimide (6.56 g) and 2,2'-azobisisobutyronitrile (100 mg) were added to a solution of 2-methoxyphenyl 2-methoxy-3-methylphenyl ether (9.0 g) in benzene (100 ml), and the mixture was refluxed under heating for 2 hrs. The reaction mixture was evaporated, and water was added to the residue. The mixture was extracted with diethyl ether, and the extract was washed with water, dried over magnesium sulfate and then evaporated to give oily residue of 2-methoxyphenyl 2-methoxy-3-bromomethylphe...